From a dataset of the Open Reaction Database (ORD), a public repository of structured organic reaction records. describe an organic reaction: reactants, conditions, products, and yield The reactants are O (water), C([O-])([O-])=O.[Cs+].[Cs+] (cesium carbonate), BrCC(=O)NC1CC1 (2-bromo-N-cyclopropyl-acetamide), FC1=C(C=CC=C1)C1=CC(=CN1S(=O)(=O)C1=CC(=CC=C1)O)CN(C(OC(C)(C)C)=O)C (tert-butyl ((5-(2-fluorophenyl)-1-((3-hydroxyphenyl)sulfonyl)-1H-pyrrol-3-yl)methyl)(methyl)carbamate). Solvent: CN(C=O)C (N,N-dimethylformamide). Conditions: time 16 hour. The product is C1(CC1)NC(COC=1C=C(C=CC1)S(=O)(=O)N1C=C(C=C1C1=C(C=CC=C1)F)CN(C(OC(C)(C)C)=O)C)=O (tert-butyl ((1-((3-(2-(cyclopropylamino)-2-oxoethoxy)phenyl)sulfonyl)-5-(2-fluorophenyl)-1H-pyrrol-3-yl)methyl)(methyl)carbamate). Reaction SMILES: [F:1][C:2]1[CH:7]=[CH:6][CH:5]=[CH:4][C:3]=1[C:8]1[N:12]([S:13]([C:16]2[CH:21]=[CH:20][CH:19]=[C:18]([OH:22])[CH:17]=2)(=[O:15])=[O:14])[CH:11]=[C:10]([CH2:23][N:24]([CH3:32])[C:25](=[O:31])[O:26][C:27]([CH3:30])([CH3:29])[CH3:28])[CH:9]=1.C(=O)([O-])[O-].[Cs+].[Cs+].Br[CH2:40][C:41]([NH:43][CH:44]1[CH2:46][CH2:45]1)=[O:42].O>CN(C)C=O>[CH:44]1([NH:43][C:41](=[O:42])[CH2:40][O:22][C:18]2[CH:17]=[C:16]([S:13]([N:12]3[C:8]([C:3]4[CH:4]=[CH:5][CH:6]=[CH:7][C:2]=4[F:1])=[CH:9][C:10]([CH2:23][N:24]([CH3:32])[C:25](=[O:31])[O:26][C:27]([CH3:28])([CH3:29])[CH3:30])=[CH:11]3)(=[O:14])=[O:15])[CH:21]=[CH:20][CH:19]=2)[CH2:46][CH2:45]1 |f:1.2.3|. Procedure details: tert-Butyl ((5-(2-fluorophenyl)-1-((3-hydroxyphenyl)sulfonyl)-1H-pyrrol-3-yl)methyl)(methyl)carbamate 1h (100 mg, 0.22 mmol) was dissolved in 20 mL of N,N-dimethylformamide, followed by addition of cesium carbonate (215 mg, 0.66 mmol) and 2-bromo-N-cyclopropyl-acetamide (61 mg, 0.34 mmol, prepared by a known method disclosed in “Journal of Medicinal Chemistry, 1987, 30(1), 20-24”) and then the reaction solution was stirred for 16 h. 50 mL of water were added, and the reaction solution was extrac...